From a dataset of the Open Reaction Database (ORD), a public repository of structured organic reaction records. describe an organic reaction: reactants, conditions, products, and yield Reactants: [BH4-], CO, Cc1ccc(S(=O)(=O)Oc2ccc(C=O)cc2)cc1, Nc1ccc(OCCN2CCCC2)cc1, [Na+]. The product is Cc1ccc(S(=O)(=O)Oc2ccc(CNc3ccc(OCCN4CCCC4)cc3)cc2)cc1. Reaction SMILES: [BH4-:35].[CH3:37][OH:38].[CH:1](=[O:2])[c:3]1[cH:4][cH:5][c:6]([O:9][S:10](=[O:11])(=[O:12])[c:13]2[cH:14][cH:15][c:16]([CH3:19])[cH:17][cH:18]2)[cH:7][cH:8]1.[N:20]1([CH2:25][CH2:26][O:27][c:28]2[cH:29][cH:30][c:31]([NH2:34])[cH:32][cH:33]2)[CH2:21][CH2:22][CH2:23][CH2:24]1.[Na+:36]>>[CH2:1]([c:3]1[cH:4][cH:5][c:6]([O:9][S:10](=[O:11])(=[O:12])[c:13]2[cH:14][cH:15][c:16]([CH3:19])[cH:17][cH:18]2)[cH:7][cH:8]1)[NH:34][c:31]1[cH:30][cH:29][c:28]([O:27][CH2:26][CH2:25][N:20]2[CH2:21][CH2:22][CH2:23][CH2:24]2)[cH:33][cH:32]1. Starting materials: ClC1=C(C=CC=C1)N(C(=O)C1=CC2=C(C3=C(OCC2)C=C(C=C3)C(=O)OC)S1)C (methyl 2-((2-chlorophenyl)(methyl)carbamoyl)-4,5-dihydrobenzo[b]thieno[2,3-d]oxepine-8-carboxylate), N[C@@H](C)CO (L-alaninol). Product: ClC1=C(C=CC=C1)N(C(=O)C1=CC2=C(C3=C(OCC2)C=C(C=C3)C(=O)N[C@H](CO)C)S1)C (N2-(2-chlorophenyl)-N8-((S)-1-hydroxypropan-2-yl)-N2-methyl-4,5-dihydrobenzo[b]thieno[2,3-d]oxepine-2,8-dicarboxamide). Reaction SMILES: [Cl:1][C:2]1[CH:7]=[CH:6][CH:5]=[CH:4][C:3]=1[N:8]([CH3:29])[C:9]([C:11]1[S:28][C:14]2[C:15]3[CH:23]=[CH:22][C:21]([C:24](OC)=[O:25])=[CH:20][C:16]=3[O:17][CH2:18][CH2:19][C:13]=2[CH:12]=1)=[O:10].[NH2:30][C@H:31]([CH2:33][OH:34])[CH3:32]>>[Cl:1][C:2]1[CH:7]=[CH:6][CH:5]=[CH:4][C:3]=1[N:8]([CH3:29])[C:9]([C:11]1[S:28][C:14]2[C:15]3[CH:23]=[CH:22][C:21]([C:24]([NH:30][C@@H:31]([CH3:32])[CH2:33][OH:34])=[O:25])=[CH:20][C:16]=3[O:17][CH2:18][CH2:19][C:13]=2[CH:12]=1)=[O:10]. Procedure details: Following Example 47 and General Procedure C, methyl 2-((2-chlorophenyl)(methyl)carbamoyl)-4,5-dihydrobenzo[b]thieno[2,3-d]oxepine-8-carboxylate 138 and L-alaninol gave 178. MS: (ESI+) 471.1 The reactants are CCOC(=O)c1cn(C2CC2)c2cc(C3CC3)c(F)cc2c1=O, Cl, C1CCOC1. Yields the product O=C(O)c1cn(C2CC2)c2cc(C3CC3)c(F)cc2c1=O. As a reaction SMILES: [CH:2]1([n:5]2[cH:6][c:7]([C:20](=[O:21])[O:22][CH2:23][CH3:24])[c:8](=[O:19])[c:9]3[cH:10][c:11]([F:18])[c:12]([CH:15]4[CH2:16][CH2:17]4)[cH:13][c:14]23)[CH2:3][CH2:4]1.[ClH:1].[O:25]1[CH2:26][CH2:27][CH2:28][CH2:29]1>>[CH:2]1([n:5]2[cH:6][c:7]([C:20](=[O:21])[OH:22])[c:8](=[O:19])[c:9]3[cH:10][c:11]([F:18])[c:12]([CH:15]4[CH2:16][CH2:17]4)[cH:13][c:14]23)[CH2:3][CH2:4]1. Reactants: BrC=1C=CC(=NC1)CC (5-bromo-2-ethylpyridine), N1N=NC=C1 (1,2,3-triazole). The product is C(C)C1=NC=C(C=C1)N1N=CC=N1 (2-ethyl-5-(1,2,3-triazol-2-yl)pyridine). As a reaction SMILES: Br[C:2]1[CH:3]=[CH:4][C:5]([CH2:8][CH3:9])=[N:6][CH:7]=1.[NH:10]1[CH:14]=[CH:13][N:12]=[N:11]1>>[CH2:8]([C:5]1[CH:4]=[CH:3][C:2]([N:11]2[N:12]=[CH:13][CH:14]=[N:10]2)=[CH:7][N:6]=1)[CH3:9]. Procedure: The title compound was prepared from 5-bromo-2-ethylpyridine (Preparation 65) and 1,2,3-triazole by a similar method to Preparation 1. The regioisomeric product were separated by column chromatography on silica by gradient elution with ethyl acetate/hexane (1:1→1:0). Fractions containing the title compound eluted first, these were combined and evaporated under reduced pressure to yield an oil, which was distilled b.p.135° C. @ 0.05 mmHg (Kugelrohr).